From a dataset of the Open Reaction Database (ORD), a public repository of structured organic reaction records. describe an organic reaction: reactants, conditions, products, and yield The reactants are N[C@H]1[C@@H](CCC2=CC=C(C=C12)Br)N (Trans-1,2-diamino-7-bromo-1,2,3,4-tetrahydronaphthalene), C(=S)=S (carbon disulfide). Run in C(C)O (ethanol). Reaction conditions: time 20 minute. Product: BrC1=CC=C2CC[C@@H]3[C@H](NC(N3)=S)C2=C1 (trans-8-bromo-3a,4,5,9b-tetrahydronaphth[1,2-d]imidazoline-2-thione). Isolated yield 70.0%. Reaction SMILES: [NH2:1][C@@H:2]1[C:11]2[C:6](=[CH:7][CH:8]=[C:9]([Br:12])[CH:10]=2)[CH2:5][CH2:4][C@H:3]1[NH2:13].[C:14](=S)=[S:15]>C(O)C>[Br:12][C:9]1[CH:10]=[C:11]2[C:6]([CH2:5][CH2:4][C@H:3]3[NH:13][C:14](=[S:15])[NH:1][C@@H:2]32)=[CH:7][CH:8]=1. Procedure details: Trans-1,2-diamino-7-bromo-1,2,3,4-tetrahydronaphthalene (6.75 g, 28.0 m mol) was dissolved in ethanol (70 ml) and carbon disulfide (1.9 ml, 31.7 m mol) was added to the solution. After stirring at room temperature for 20 minutes, they were heated under reflux for 5.5 hours. The reaction mixture was cooled in an ice bath and crystals precipitated were collected by filtration, whereby trans-8-bromo-3a,4,5,9b-tetrahydronaphth[1,2-d]imidazoline-2-thione (5.57 g) was obtained in 70% yield. The crysta... Reaction conditions: time 4 hour. Yields the product C(C)N1C2=C(C=3C=C(C=CC13)F)C(=NN(C2=O)C2=CC=CC=C2)CO (5-Ethyl-8-fluoro-1-(hydroxymethyl)-3-phenyl-3,5-dihydro-4H-pyridazino[4,5-b]indol-4-one). Solvent: O1CCCC1 (tetrahydrofuran), CO (methanol). As a reaction SMILES: [BH4-].[Na+].[CH2:3]([N:5]1[C:13]2[CH:12]=[CH:11][C:10]([F:14])=[CH:9][C:8]=2[C:7]2[C:15]([C:26](OC)=[O:27])=[N:16][N:17]([C:20]3[CH:25]=[CH:24][CH:23]=[CH:22][CH:21]=3)[C:18](=[O:19])[C:6]1=2)[CH3:4]>O1CCCC1.CO>[CH2:3]([N:5]1[C:13]2[CH:12]=[CH:11][C:10]([F:14])=[CH:9][C:8]=2[C:7]2[C:15]([CH2:26][OH:27])=[N:16][N:17]([C:20]3[CH:21]=[CH:22][CH:23]=[CH:24][CH:25]=3)[C:18](=[O:19])[C:6]1=2)[CH3:4] |f:0.1|. Reported procedure: 5.1 g (135 mmol) of sodium borohydride are added, in several portions and at room temperature, to a solution of 10 g (27.3 mmol) of methyl 5-ethyl-8-fluoro-4-oxo-3-phenyl-3,5-dihydro-4H-pyridazino[4,5-b]indole-1-carboxylate in 200 ml of tetrahydrofuran and 5.8 ml of methanol and the mixture is stirred for 4 h at reflux. The mixture is poured onto an ice-cold 0.1N hydrochloric acid solution, an insoluble material is separated by filtration, the insoluble material being washed with water and with ... The reactants are [BH4-].[Na+] (sodium borohydride), C(C)N1C2=C(C=3C=C(C=CC13)F)C(=NN(C2=O)C2=CC=CC=C2)C(=O)OC (methyl 5-ethyl-8-fluoro-4-oxo-3-phenyl-3,5-dihydro-4H-pyridazino[4,5-b]indole-1-carboxylate), ice. Isolated yield 78.4%. Starting materials: [BH4-].[Na+] (Sodium borohydride), ClC1=C(C(=CC=C1)F)C1C=C(NC=2N1N=CN2)C2=CC=C(C=C2)Cl (7-(2-Chloro-6-fluorophenyl)-5-(4-chlorophenyl)-4,7-dihydro-[1,2,4]triazolo[1,5-a]pyrimidine). Solvent: CO (methanol), O (water). Yields the product ClC1=C(C(=CC=C1)F)[C@@H]1C[C@@H](NC=2N1N=CN2)C2=CC=C(C=C2)Cl (cis-7-(2-Chloro-6-fluorophenyl)-5-(4-chlorophenyl)-4,5,6,7-tetrahydro-[1,2,4]triazolo[1,5-a]pyrimidine). The yield is 89.0%. As a reaction SMILES: [BH4-].[Na+].[Cl:3][C:4]1[CH:9]=[CH:8][CH:7]=[C:6]([F:10])[C:5]=1[CH:11]1[N:16]2[N:17]=[CH:18][N:19]=[C:15]2[NH:14][C:13]([C:20]2[CH:25]=[CH:24][C:23]([Cl:26])=[CH:22][CH:21]=2)=[CH:12]1>CO.O>[Cl:3][C:4]1[CH:9]=[CH:8][CH:7]=[C:6]([F:10])[C:5]=1[C@H:11]1[N:16]2[N:17]=[CH:18][N:19]=[C:15]2[NH:14][C@@H:13]([C:20]2[CH:25]=[CH:24][C:23]([Cl:26])=[CH:22][CH:21]=2)[CH2:12]1 |f:0.1|. Procedure details: Sodium borohydride (10 mmol) was added to a suspension of 7-(2-Chloro-6-fluorophenyl)-5-(4-chlorophenyl)-4,7-dihydro-[1,2,4]triazolo[1,5-a]pyrimidine (1 mmol) in methanol (5 mL). The reaction mixture was refluxed for 30 min, then cooled to room temperature, diluted with water (50 mL) and stirred sufficiently. The resulting mixture was filtered and washed with water to give the crude product, which was further purified by recrystallization from a mixture of EtOAc and Hexanes to provide the produc... Starting materials: BrC1=C(C(=CC=C1)\C=C\OC)OC (1-bromo-2-(methyloxy)-3-[(E)-2-(methyloxy)ethenyl]benzene), [Li]CCCC (BuLi), B(OC(C)C)(OC(C)C)OC(C)C (Tris(1-methylethyl) borate). Run in O1CCCC1 (Tetrahydrofuran). Conditions: temperature -78 celsius, time 2 hour. The product is COC1=C(C=CC=C1\C=C\OC)B(O)O ({2-(methyloxy)-3-[(E)-2-(methyloxy)ethenyl]phenyl}boronic acid). Reaction SMILES: Br[C:2]1[CH:7]=[CH:6][CH:5]=[C:4](/[CH:8]=[CH:9]/[O:10][CH3:11])[C:3]=1[O:12][CH3:13].[Li]CCCC.[B:19](OC(C)C)([O:24]C(C)C)[O:20]C(C)C>O1CCCC1>[CH3:13][O:12][C:3]1[C:4](/[CH:8]=[CH:9]/[O:10][CH3:11])=[CH:5][CH:6]=[CH:7][C:2]=1[B:19]([OH:24])[OH:20]. Procedure details: To a solution of 1-bromo-2-(methyloxy)-3-[(E)-2-(methyloxy)ethenyl]benzene (D100) (930 mg, 3.83 mmol) in Tetrahydrofuran (THF) (10 mL) was added BuLi (1.989 mL, 4.97 mmol) dropwise at −78° C. under nitrogen. The reaction mixture was stirred at −78° C. for 2 hours. Tris(1-methylethyl) borate (1.319 mL, 5.74 mmol) was added to the reaction mixture by syringe at −78° C. Then the reaction was stirred at −78° C. for 30 min, and then warmed to room temperature slowly. Then the reaction was quenched wi...